From a dataset of the Open Reaction Database (ORD), a public repository of structured organic reaction records. describe an organic reaction: reactants, conditions, products, and yield The reactants are COC=1C=C2[C@]3(C(NC2=CC1)=O)[C@@H](C3)C3=CC=C1C(=NNC1=C3)C3=CC=C(C=C3)C3CCN(CC3)C(=O)OC(C)(C)C (tert-butyl 4-(4-(6-((1R,2S)-5′-methoxy-2′-oxospiro[cyclopropane-1,3′-indoline]-2-yl)-1H-indazol-3-yl)phenyl)piperidine-1-carboxylate), C(=O)(C(F)(F)F)O (TFA). Solvent: C(Cl)Cl (CH2Cl2). Reaction conditions: time 2.5 hour. Product: FC(C(=O)O)(F)F.COC=1C=C2[C@]3(C(NC2=CC1)=O)[C@@H](C3)C3=CC=C1C(=NNC1=C3)C3=CC=C(C=C3)C3CCNCC3 ((1R*,2S*)-5′-methoxy-2-(3-(4-(piperidin-4-yl)phenyl)-1H-indazol-6-yl)spiro[cyclopropane-1,3′-indolin]-2′-one 2,2,2-trifluoroacetate). The yield is 19.1%. RXN SMILES: [CH3:1][O:2][C:3]1[CH:4]=[C:5]2[C:9](=[CH:10][CH:11]=1)[NH:8][C:7](=[O:12])[C@:6]12[CH2:14][C@H:13]1[C:15]1[CH:23]=[C:22]2[C:18]([C:19]([C:24]3[CH:29]=[CH:28][C:27]([CH:30]4[CH2:35][CH2:34][N:33](C(OC(C)(C)C)=O)[CH2:32][CH2:31]4)=[CH:26][CH:25]=3)=[N:20][NH:21]2)=[CH:17][CH:16]=1.[C:43]([OH:49])([C:45]([F:48])([F:47])[F:46])=[O:44]>C(Cl)Cl>[F:46][C:45]([F:48])([F:47])[C:43]([OH:49])=[O:44].[CH3:1][O:2][C:3]1[CH:4]=[C:5]2[C:9](=[CH:10][CH:11]=1)[NH:8][C:7](=[O:12])[C@:6]12[CH2:14][C@H:13]1[C:15]1[CH:23]=[C:22]2[C:18]([C:19]([C:24]3[CH:29]=[CH:28][C:27]([CH:30]4[CH2:35][CH2:34][NH:33][CH2:32][CH2:31]4)=[CH:26][CH:25]=3)=[N:20][NH:21]2)=[CH:17][CH:16]=1 |f:3.4|. Reported procedure: To a solution of tert-butyl 4-(4-(6-((1R,2S)-5′-methoxy-2′-oxospiro[cyclopropane-1,3′-indoline]-2-yl)-1H-indazol-3-yl)phenyl)piperidine-1-carboxylate (102 mg, 0.181 mmol) in CH2Cl2 (5 mL) was added TFA (0.4 mL, 5.4 mmol). The resulting reaction mixture was stirred at rt for 2.5 h. The crude reaction mixture was concentrated under reduced pressure to dryness, and purified by preparative HPLC to give the title compound as a yellow solid (20 mg, 72%). 1H NMR (400 MHz, MeOD) δ 7.89 (d, J=8.2 Hz, 3H)...